This data is from the Open Reaction Database (ORD), a public repository of structured organic reaction records. The task is: describe an organic reaction: reactants, conditions, products, and yield The reactants are C(CC)=O (propanal), CC(C=O)CCC (2-methyl-pentanal), [OH-].C(CCC)[N+]1=C(N(C=C1)C)C (1-butyl-2,3-dimethyl imidazolium hydroxide). Yields the product CC(C=O)=CC(CCC)C (2,4-dimethyl-2-heptenal). Reaction SMILES: [CH:1](=[O:4])[CH2:2][CH3:3].[CH3:5][CH:6]([CH2:9][CH2:10][CH3:11])[CH:7]=O.[OH-].C([N+]1C=CN(C)C=1C)CCC>>[CH3:3][C:2](=[CH:5][CH:6]([CH3:7])[CH2:9][CH2:10][CH3:11])[CH:1]=[O:4] |f:2.3|. Procedure: A cross-aldol condensation reaction of propanal and 2-methyl-pentanal in the basic ionic liquid medium 1-butyl-2,3-dimethyl imidazolium hydroxide was run to form 2,4-dimethyl-2-heptenal. The basic ionic liquid 1-butyl-2,3-dimethyl imidazolium hydroxide (8.7 mmol, 1.50 g), 2-methyl-pentanal (1 79.7 mmol, 18.0 g), and nonane (7.8 mmol, 1.01 g) were heated to 100° C. After the addition of propanal (44.7 mmol, 2.6 g), the reaction mixture was refluxed at 87° C. for 3 hours. The resulting products we...